From a dataset of the Open Reaction Database (ORD), a public repository of structured organic reaction records. describe an organic reaction: reactants, conditions, products, and yield Reactants: NC=1C(C2=CC=CC=C2C(C1N)=O)=O (2,3-diaminonaphthoquinone), C1(=CC=CC=C1)C(C(C)=O)=O (1-phenyl-1,2-propanedione). The solvent is C(C)(=O)O.O (acetic acid water), C(C)(=O)O.O (acetic acid water). Run at time 5 minute. Product: CC=1C(C2=CC=CC=C2C(C1C1=CC=CC=C1)=O)=O (2-methyl-3-phenylnaphthoquinone). Yield: 94.5%. Reaction SMILES: N[C:2]1C(=O)C2[C:9]([C:10](=[O:13])[C:11]=1N)=[CH:8][CH:7]=[CH:6][CH:5]=2.[C:15]1([C:21](=O)[C:22](=[O:24])[CH3:23])[CH:20]=[CH:19][CH:18]=[CH:17][CH:16]=1>C(O)(=O)C.O>[CH3:2][C:11]1[C:10](=[O:13])[C:9]2[C:23]([C:22](=[O:24])[C:21]=1[C:15]1[CH:20]=[CH:19][CH:18]=[CH:17][CH:16]=1)=[CH:5][CH:6]=[CH:7][CH:8]=2 |f:2.3|. Procedure: In a 200 ml Erlenmeyer flask were placed 5.0 g (26.5 mmols) of 2,3-diaminonaphthoquinone and 75 ml of acetic acid/water (1/1), then a solution composed of 5.9 g (39.8 mmols) of 1-phenyl-1,2-propanedione and 25 ml of acetic acid/water (1/1) was added dropwise to the mixture under ice-cooling over a period of about 10 minutes, and after stirring the mixture for 5 minutes, yellow precipitates formed were collected by filtration and washed with water. The precipitates were dissolved in methylene chl... The reactants are C(C)(=O)OC=1C=C(C=C(C1[N+](=O)[O-])C)CC(=O)OC(C)(C)C (t-butyl 3-acetoxy-5-methyl-4-nitrophenylacetate), [OH-].[Li+] (lithium hydroxide), C(C)(=O)OCC (ethyl acetate), [Cl-].[Na+] (sodium chloride). Run in CO (methanol), O (water). Run at time 2 hour. The product is OC=1C=C(C=C(C1[N+](=O)[O-])C)CC(=O)OC(C)(C)C (t-Butyl 3-hydroxy-5-methyl-4-nitrophenylacetate). Yield: 104.2%. Reaction SMILES: C([O:4][C:5]1[CH:6]=[C:7]([CH2:15][C:16]([O:18][C:19]([CH3:22])([CH3:21])[CH3:20])=[O:17])[CH:8]=[C:9]([CH3:14])[C:10]=1[N+:11]([O-:13])=[O:12])(=O)C.[OH-].[Li+].C(OCC)(=O)C.[Cl-].[Na+]>CO.O>[OH:4][C:5]1[CH:6]=[C:7]([CH2:15][C:16]([O:18][C:19]([CH3:22])([CH3:21])[CH3:20])=[O:17])[CH:8]=[C:9]([CH3:14])[C:10]=1[N+:11]([O-:13])=[O:12] |f:1.2,4.5|. Reported procedure: A solution of t-butyl 3-acetoxy-5-methyl-4-nitrophenylacetate (0.5 g, Reference Example 12) in methanol (6 mL) was treated with lithium hydroxide (0.2 g) in water (1.5 mL). After stirring for 2 hours the mixture was carefully acidified to pH 5 and then treated with ethyl acetate and sodium chloride. The organic layer was evaporated and the residue was dissolved in dichloromethane. This solution was dried and then evaporated to give the title compound (0.45 g) as a yellow green oil. Reaction SMILES: [NH2:1][C:2]1[CH:7]=[CH:6][C:5]([Br:8])=[CH:4][C:3]=1[C:9]([C:12]1[CH:16]=[CH:15][S:14][CH:13]=1)([OH:11])[CH3:10].[Cl:17][CH2:18][C:19](Cl)=[O:20]>>[Br:8][C:5]1[CH:6]=[CH:7][C:2]([NH:1][C:19](=[O:20])[CH2:18][Cl:17])=[C:3]([C:9]([OH:11])([C:12]2[CH:16]=[CH:15][S:14][CH:13]=2)[CH3:10])[CH:4]=1. Reactants: NC1=C(C=C(C=C1)Br)C(C)(O)C1=CSC=C1 (1-(2-amino-5-bromophenyl)-1-thien-3-ylethanol), ClCC(=O)Cl (chloroacetyl chloride). Yields the product BrC1=CC(=C(C=C1)NC(CCl)=O)C(C)(C1=CSC=C1)O (N-{4-Bromo-2-[1-hydroxy-1-(3-thienyl)ethyl]phenyl}-2-chloroacetamide). Reported procedure: Prepared from 1-(2-amino-5-bromophenyl)-1-thien-3-ylethanol and chloroacetyl chloride generally according to the procedure described in example 1. 1H-NMR (DMSO-d6) δ 10.80 (s, 1H), 8.03 (d, J=7.5 Hz, 1H), 7.52-7.43 (m, 2H), 7.40 (m, 2H), 7.00 (s, 1H), 6.93 (m, 1H), 4.30 (d, J=15.00 Hz, 1H), 4.23 (d, J=15.00 Hz, 1H), 1.90 (s, 3H); MS (ES) m/z 372/374/376 ([M−H]−, 100%).